From a dataset of the Open Reaction Database (ORD), a public repository of structured organic reaction records. describe an organic reaction: reactants, conditions, products, and yield Starting materials: C=1C=CC2=C(C1)N=NN2O (HOBt), O=C(CC(=O)O)N1CCN(CC1)C(C1=C(C=CC=C1)C(F)(F)F)=O (3-oxo-3-[4-(2-trifluoromethyl-benzoyl)-piperazin-1-yl]-propionic acid), CN(C)C=O (DMF), C1(=CC(=CC=C1)N)C1=CC=CC=C1 (biphenyl-3-yl-amine), CCN=C=NCCCN(C)C.Cl (EDCI.HCl). The reagents and catalysts are CN(C)C=1C=CN=CC1 (DMAP). Solvent: O (water). Conditions: temperature 10 celsius, time 8 hour. Yields the product C1(=CC(=CC=C1)NC(C(C=O)N1CCN(CC1)C(C1=C(C=CC=C1)C(F)(F)F)=O)=O)C1=CC=CC=C1 (N-biphenyl-3yl-3-oxo-[4-(2-trifluoromethyl-benzoyl)-piperazin-1-yl]-propionamide). Yield: 44.0%. RXN SMILES: C1C=CC2N([OH:10])N=NC=2C=1.O=C([N:17]1[CH2:22][CH2:21][N:20]([C:23](=[O:34])[C:24]2[CH:29]=[CH:28][CH:27]=[CH:26][C:25]=2[C:30]([F:33])([F:32])[F:31])[CH2:19][CH2:18]1)CC(O)=O.CCN=C=NC[CH2:41][CH2:42]N(C)C.Cl.[C:47]1([C:54]2[CH:59]=[CH:58][CH:57]=[CH:56][CH:55]=2)[CH:52]=[CH:51][CH:50]=[C:49]([NH2:53])[CH:48]=1.CN([CH:63]=[O:64])C>CN(C1C=CN=CC=1)C.O>[C:47]1([C:54]2[CH:55]=[CH:56][CH:57]=[CH:58][CH:59]=2)[CH:52]=[CH:51][CH:50]=[C:49]([NH:53][C:63](=[O:64])[CH:41]([N:17]2[CH2:18][CH2:19][N:20]([C:23](=[O:34])[C:24]3[CH:29]=[CH:28][CH:27]=[CH:26][C:25]=3[C:30]([F:33])([F:31])[F:32])[CH2:21][CH2:22]2)[CH:42]=[O:10])[CH:48]=1 |f:2.3|. Procedure details: HOBt (44 mg, 0.3 mmol) and DMAP (47 mg, 0.38 mmol) were added to a stirred solution of 3-oxo-3-[4-(2-trifluoromethyl-benzoyl)-piperazin-1-yl]-propionic acid (102 mg, 0.29 mmol) in DMF (5 mL). The reaction mixture was cooled to 10° C. and EDCI.HCl (68 mg, 0.35 mmol) followed by biphenyl-3-yl-amine (55 mg, 0.32 mmol) were added. The reaction mixture was stirred at room temperature overnight, then diluted with water and the product extracted with ethyl acetate. The ethyl acetate was washed with bri... The reactants are O=Cc1ccc(S(=O)(=O)Cl)cc1, ClCCl, N. Yields the product NS(=O)(=O)c1ccc(C=O)cc1. As a reaction SMILES: [CH:2](=[O:3])[c:4]1[cH:5][cH:6][c:7]([S:10](=[O:11])(=[O:12])[Cl:13])[cH:8][cH:9]1.[Cl:14][CH2:15][Cl:16].[NH3:1]>>[NH2:1][S:10]([c:7]1[cH:6][cH:5][c:4]([CH:2]=[O:3])[cH:9][cH:8]1)(=[O:11])=[O:12]. The reactants are [N+](=O)(O)[O-] (Nitric acid), C(C)C=1C(NCC1C1=CC=C(C=C1)F)=O (3-ethyl-4-(4-fluorophenyl)-1,5-dihydro -2H-pyrrol-2-one), ice. Solvent: S(O)(O)(=O)=O (sulfuric acid). Run at temperature 0 celsius, time 2 hour. The product is C(C)C=1C(NCC1C1=CC(=C(C=C1)F)[N+](=O)[O-])=O (3-Ethyl-4-(4-fluoro-3-nitrophenyl)-1,5-dihydro-2H-pyrrol-2-one). Reaction SMILES: [N+:1]([O-:4])(O)=[O:2].[CH2:5]([C:7]1[C:8](=[O:19])[NH:9][CH2:10][C:11]=1[C:12]1[CH:17]=[CH:16][C:15]([F:18])=[CH:14][CH:13]=1)[CH3:6]>S(=O)(=O)(O)O>[CH2:5]([C:7]1[C:8](=[O:19])[NH:9][CH2:10][C:11]=1[C:12]1[CH:17]=[CH:16][C:15]([F:18])=[C:14]([N+:1]([O-:4])=[O:2])[CH:13]=1)[CH3:6]. Reported procedure: Nitric acid (70%, 14 mL, 0.22 mol) is added dropwise to a solution of 3-ethyl-4-(4-fluorophenyl)-1,5-dihydro -2H-pyrrol-2-one (37.6 g, 0.18 mol) in concentrated sulfuric acid (140 mL) while the temperature is maintained at 0°-5° C. The mixture is stirred for 2 hr at 0° C., and then is poured onto 2500 g of ice. The resulting precipitate is collected by filtration, and washed with water until the washes are neutral. Recrystallization of the solid from ethanol followed by drying under vacuum at 50...